Dataset: the Open Reaction Database (ORD), a public repository of structured organic reaction records. Task: describe an organic reaction: reactants, conditions, products, and yield Reactants: [H][H] (hydrogen), [N+](=O)([O-])C1=CC(=C(C(=C1)C(C)(C)C)O)C(C)(C)C (4-nitro-2,6-bis-(1,1-dimethylethyl)-phenol). Run in CCCCCCC (heptane), ( 2/1 ), C(C)O (ethanol), ClCCl (dichloromethane), [Pd] (Pd/C). Yields the product NC1=CC(=C(C(=C1)C(C)(C)C)O)C(C)(C)C (4-amino-2,6-bis-(1,1-dimethylethyl)-phenol). The yield is 50.0%. As a reaction SMILES: [N+:1]([C:4]1[CH:9]=[C:8]([C:10]([CH3:13])([CH3:12])[CH3:11])[C:7]([OH:14])=[C:6]([C:15]([CH3:18])([CH3:17])[CH3:16])[CH:5]=1)([O-])=O.[H][H]>C(O)C.ClCCl.[Pd].CCCCCCC>[NH2:1][C:4]1[CH:5]=[C:6]([C:15]([CH3:16])([CH3:17])[CH3:18])[C:7]([OH:14])=[C:8]([C:10]([CH3:13])([CH3:12])[CH3:11])[CH:9]=1. Procedure details: In a 250 ml Parr flask, 3.6 g (14 mmoles) of 4-nitro-2,6-bis-(1,1-dimethylethyl)-phenol (J. Org; Chem. (1968), 33 (1), 223-226) is dissolved in 60 ml of a (2/1) mixture of ethanol and dichloromethane in the presence of a catalytic quantity of 10% Pd/C. The mixture is agitated for 2 hours, at 20° C., under 20 PSI of hydrogen. After filtration on celite, the filtrate is concentrated to dryness under reduced pressure. The reddish-brown powder obtained is suspended in heptane (30 ml), filtered and r...